From a dataset of the Open Reaction Database (ORD), a public repository of structured organic reaction records. describe an organic reaction: reactants, conditions, products, and yield Procedure: The title compound was prepared from (+/−)-methanesulfonic acid methyl-{1-[7-chloro-thieno[3,2-b]pyridine-2-carbonyl]-pyrrolidin-3-yl}-amide and 2-methyl-1H-indol-5-ylamine by a procedure analogous to Example 1C. MS: 484 (MH+); HPLC Rf: 3.69 min.; HPLC purity 91%. RXN SMILES: [CH3:1][N:2]([CH:7]1[CH2:11][CH2:10][N:9]([C:12]([C:14]2[S:22][C:21]3[C:16](=[N:17][CH:18]=[CH:19][C:20]=3Cl)[CH:15]=2)=[O:13])[CH2:8]1)[S:3]([CH3:6])(=[O:5])=[O:4].[CH3:24][C:25]1[NH:26][C:27]2[C:32]([CH:33]=1)=[CH:31][C:30]([NH2:34])=[CH:29][CH:28]=2>>[CH3:1][N:2]([CH:7]1[CH2:11][CH2:10][N:9]([C:12]([C:14]2[S:22][C:21]3[C:16](=[N:17][CH:18]=[CH:19][C:20]=3[NH:34][C:30]3[CH:31]=[C:32]4[C:27](=[CH:28][CH:29]=3)[NH:26][C:25]([CH3:24])=[CH:33]4)[CH:15]=2)=[O:13])[CH2:8]1)[S:3]([CH3:6])(=[O:5])=[O:4]. Yields the product CN(S(=O)(=O)C)C1CN(CC1)C(=O)C1=CC2=NC=CC(=C2S1)NC=1C=C2C=C(NC2=CC1)C ((+/−)-Methanesulfonic acid methyl-{1-[7-(2-methyl-1H-indol-5-ylamino)-thieno[3,2-b]pyridine-2-carbonyl]-pyrrolidin-3-yl}-amide). Reactants: CN(S(=O)(=O)C)C1CN(CC1)C(=O)C1=CC2=NC=CC(=C2S1)Cl ((+/−)-methanesulfonic acid methyl-{1-[7-chloro-thieno[3,2-b]pyridine-2-carbonyl]-pyrrolidin-3-yl}-amide), CC=1NC2=CC=C(C=C2C1)N (2-methyl-1H-indol-5-ylamine). Reported procedure: Methyl iodide (10.4 ml; 0.167 mol) was added to a stirring mixture of compound of Description 1 [5-methoxy-3-(pyridin-3-ylmethyl)-1H-indole] (5.3 g; 0.022 mol) in acetone (150 ml). The reaction mixture was stirred at room temperature for 18 hours. The reaction mixture was concentrated under vacuum. The residual solid was washed with diethyl ether giving the desired compound (7.5 g). Run at time 18 hour. Solvent: CC(=O)C (acetone). Reactants: CI (Methyl iodide), COC=1C=C2C(=CNC2=CC1)CC=1C=NC=CC1 (5-methoxy-3-(pyridin-3-ylmethyl)-1H-indole). Yields the product [I-].COC=1C=C2C(=CNC2=CC1)CC=1C=[N+](C=CC1)C (3-[(5-methoxy-1H-indol-3-yl)methyl]-1-methyl-pyridinium iodide). As a reaction SMILES: [CH3:1][I:2].[CH3:3][O:4][C:5]1[CH:6]=[C:7]2[C:11](=[CH:12][CH:13]=1)[NH:10][CH:9]=[C:8]2[CH2:14][C:15]1[CH:16]=[N:17][CH:18]=[CH:19][CH:20]=1>CC(C)=O>[I-:2].[CH3:3][O:4][C:5]1[CH:6]=[C:7]2[C:11](=[CH:12][CH:13]=1)[NH:10][CH:9]=[C:8]2[CH2:14][C:15]1[CH:16]=[N+:17]([CH3:1])[CH:18]=[CH:19][CH:20]=1 |f:3.4|. Reactants: CO, [H][H], CCOC(=O)N1CCC(Nc2cc(C(F)(F)F)ccc2[N+](=O)[O-])CC1. The product is CCOC(=O)N1CCC(Nc2cc(C(F)(F)F)ccc2N)CC1. RXN SMILES: [CH3:28][OH:29].[H:26][H:27].[N+:1]([O-:2])(=[O:3])[c:4]1[c:5]([NH:14][CH:15]2[CH2:16][CH2:17][N:18]([C:21](=[O:22])[O:23][CH2:24][CH3:25])[CH2:19][CH2:20]2)[cH:6][c:7]([C:10]([F:11])([F:12])[F:13])[cH:8][cH:9]1>>[NH2:1][c:4]1[c:5]([NH:14][CH:15]2[CH2:16][CH2:17][N:18]([C:21](=[O:22])[O:23][CH2:24][CH3:25])[CH2:19][CH2:20]2)[cH:6][c:7]([C:10]([F:11])([F:12])[F:13])[cH:8][cH:9]1. Reagents/catalysts: [Pd] (Pd/C). Run in CO (MeOH). Isolated yield 73.0%. The reactants are C1(=CCCCCC1)C1=C(C=C(C=C1)S(=O)(=O)C)C(=O)N1CCN(CC1)C1=CC=C(C=C1)C(F)(F)F ((2-Cyclohept-1-enyl-5-methanesulfonyl-phenyl)-[4-(4-trifluoromethyl-phenyl)-piperazin-1-yl]-methanone). RXN SMILES: [C:1]1([C:8]2[CH:13]=[CH:12][C:11]([S:14]([CH3:17])(=[O:16])=[O:15])=[CH:10][C:9]=2[C:18]([N:20]2[CH2:25][CH2:24][N:23]([C:26]3[CH:31]=[CH:30][C:29]([C:32]([F:35])([F:34])[F:33])=[CH:28][CH:27]=3)[CH2:22][CH2:21]2)=[O:19])[CH2:7][CH2:6][CH2:5][CH2:4][CH2:3][CH:2]=1>CO.[Pd]>[CH:1]1([C:8]2[CH:13]=[CH:12][C:11]([S:14]([CH3:17])(=[O:16])=[O:15])=[CH:10][C:9]=2[C:18]([N:20]2[CH2:25][CH2:24][N:23]([C:26]3[CH:31]=[CH:30][C:29]([C:32]([F:34])([F:35])[F:33])=[CH:28][CH:27]=3)[CH2:22][CH2:21]2)=[O:19])[CH2:7][CH2:6][CH2:5][CH2:4][CH2:3][CH2:2]1. Yields the product C1(CCCCCC1)C1=C(C=C(C=C1)S(=O)(=O)C)C(=O)N1CCN(CC1)C1=CC=C(C=C1)C(F)(F)F ((2-Cycloheptyl-5-methanesulfonyl-phenyl)-[4-(4-trifluoromethyl-phenyl)-piperazin-1-yl]-methanone). Procedure details: (2-Cyclohept-1-enyl-5-methanesulfonyl-phenyl)-[4-(4-trifluoromethyl-phenyl)-piperazin-1-yl]-methanone (Example 75) ) is hydrogenated in MeOH in presence of 10% Pd/C under a hydrogen pressure of 100 bar at 100° C. for 18 h. Filtration, evaporation of the solvent and purification of the residue by preparative HPLC on a C-18 column with a H2O/MeCN gradient provided (2-Cycloheptyl-5-methanesulfonyl-phenyl)-[4-(4-trifluoromethyl-phenyl)-piperazin-1-yl]-methanone in 73% yield as colourless gum (M+H+: ...